Dataset: the Open Reaction Database (ORD), a public repository of structured organic reaction records. Task: describe an organic reaction: reactants, conditions, products, and yield Reactants: Example 69 ( 9 ), C1(CCCCC1)C(C1=C(SC(=C1)CC(C)C)CC)NC1=CC=C(C(=O)O)C=C1 (4-({cyclohexyl[2-ethyl-5-(2-methylpropyl)thiophen-3-yl]methyl}amino)benzoic acid), CNCCC(=O)OCC (ethyl 3-(methylamino)propanoate). Yields the product C1(CCCCC1)C(C1=C(SC(=C1)CC(C)C)CC)NC1=CC=C(C=C1)C(=O)N(CCC(=O)O)C (3-[{[4-({cyclohexyl[2-ethyl-5-(2-methylpropyl)thiophen-3-yl]methyl}amino)phenyl]carbonyl}(methyl)amino]propanoic acid). The yield is 76.5%. Reaction SMILES: [CH:1]1([CH:7]([NH:19][C:20]2[CH:28]=[CH:27][C:23]([C:24](O)=[O:25])=[CH:22][CH:21]=2)[C:8]2[CH:12]=[C:11]([CH2:13][CH:14]([CH3:16])[CH3:15])[S:10][C:9]=2[CH2:17][CH3:18])[CH2:6][CH2:5][CH2:4][CH2:3][CH2:2]1.[CH3:29][NH:30][CH2:31][CH2:32][C:33]([O:35]CC)=[O:34]>>[CH:1]1([CH:7]([NH:19][C:20]2[CH:21]=[CH:22][C:23]([C:24]([N:30]([CH3:29])[CH2:31][CH2:32][C:33]([OH:35])=[O:34])=[O:25])=[CH:27][CH:28]=2)[C:8]2[CH:12]=[C:11]([CH2:13][CH:14]([CH3:15])[CH3:16])[S:10][C:9]=2[CH2:17][CH3:18])[CH2:2][CH2:3][CH2:4][CH2:5][CH2:6]1. Procedure details: An operation similar to that in Example 69 (9) was performed using 4-({cyclohexyl[2-ethyl-5-(2-methylpropyl)thiophen-3-yl]methyl}amino)benzoic acid (250 mg) synthesized in Example 83 (1) and ethyl 3-(methylamino)propanoate (98.5 mg) to give the title compound (232 mg, 76%). Starting materials: C(C)OC(=O)N1C(=NC=2C1=CSC2)SCC2=NC=CC(=C2)OC (1-ethoxycarbonyl-2-(4-methoxy-2-picolylmercapto)-1H-thieno[3,4-d]imidazole), C([O-])(O)=O.[Na+] (sodium bicarbonate), 3-chloroperbenzoic acid CH2Cl2. Run in C(Cl)Cl (methylene chloride). Product: C(C)OC(=O)N1C(=NC=2C1=CSC2)S(=O)CC2=NC=CC(=C2)OC (1-Ethoxycarbonyl-2-(4-methoxy-2-picolylsulfinyl)-1H-thieno[3,4-d]imidazole). RXN SMILES: [CH2:1]([O:3][C:4]([N:6]1[C:10]2=[CH:11][S:12][CH:13]=[C:9]2[N:8]=[C:7]1[S:14][CH2:15][C:16]1[CH:21]=[C:20]([O:22][CH3:23])[CH:19]=[CH:18][N:17]=1)=[O:5])[CH3:2].C(=O)(O)[O-:25].[Na+]>C(Cl)Cl>[CH2:1]([O:3][C:4]([N:6]1[C:10]2=[CH:11][S:12][CH:13]=[C:9]2[N:8]=[C:7]1[S:14]([CH2:15][C:16]1[CH:21]=[C:20]([O:22][CH3:23])[CH:19]=[CH:18][N:17]=1)=[O:25])=[O:5])[CH3:2] |f:1.2|. Reported procedure: To 750 mg (2.1 mmol) of 1-ethoxycarbonyl-2-(4-methoxy-2-picolylmercapto)-1H-thieno[3,4-d]imidazole in 30 ml of methylene chloride and 25 ml of 0.5 N aqueous sodium bicarbonate solution were added dropwise, with stirring, initially 420 mg (2.1 mmol) and then a further 210 mg (1.05 mmol) of 3-chloroperbenzoic acid CH2Cl2. The organic phase was dried over MgSO4 and concentrated in vacuo, and the residue was crystallized from ethyl acetate. Melting point 143° C. (decomposition). The reactants are ClCCl, CCOCC, OCc1cnnn1-c1c(Cl)cccc1Cl, [Na+], [OH-], O. Product: O=Cc1cnnn1-c1c(Cl)cccc1Cl. RXN SMILES: [CH2:23]([Cl:24])[Cl:25].[CH3:18][CH2:19][O:20][CH2:21][CH3:22].[Cl:1][c:2]1[c:3](-[n:9]2[n:10][n:11][cH:12][c:13]2[CH2:14][OH:15])[c:4]([Cl:8])[cH:5][cH:6][cH:7]1.[Na+:17].[OH-:16].[OH2:26]>>[Cl:1][c:2]1[c:3](-[n:9]2[n:10][n:11][cH:12][c:13]2[CH:14]=[O:15])[c:4]([Cl:8])[cH:5][cH:6][cH:7]1. Reactants: C([C@@H](O)C1=CC=CC=C1)(=O)O ((S)-(+)-mandelic acid), amine, NC(C)C=1N=C2N(C(C1Br)=O)C(=CS2)C (7-(1-Aminoethyl)-6-bromo-3-methyl-5H-thiazolo[3,2-a]pyrimidin-5-one). Run in C(C)(C)O (isopropanol), C(C)(C)O (isopropanol). Run at temperature 72 celsius, time 1 hour. The product is O[C@H](C(=O)[O-])C1=CC=CC=C1.BrC1=C(N=C2N(C1=O)C(=CS2)C)[C@H](C)[NH3+] ((S)-1-(6-bromo-3-methyl-5-oxo-5H-thiazolo[3,2-a]pyrimidin-7-yl)ethanaminium (S)-2-hydroxy-2-phenylacetate). Isolated yield 85.0%. Reaction SMILES: [NH2:1][CH:2]([C:4]1[N:5]=[C:6]2[S:14][CH:13]=[C:12]([CH3:15])[N:7]2[C:8](=[O:11])[C:9]=1[Br:10])[CH3:3].[C:16]([OH:26])(=[O:25])[C@H:17]([C:19]1[CH:24]=[CH:23][CH:22]=[CH:21][CH:20]=1)[OH:18]>C(O)(C)C>[OH:18][C@@H:17]([C:19]1[CH:24]=[CH:23][CH:22]=[CH:21][CH:20]=1)[C:16]([O-:26])=[O:25].[Br:10][C:9]1[C:8](=[O:11])[N:7]2[C:12]([CH3:15])=[CH:13][S:14][C:6]2=[N:5][C:4]=1[C@@H:2]([NH3+:1])[CH3:3] |f:3.4|. Reported procedure: 7-(1-Aminoethyl)-6-bromo-3-methyl-5H-thiazolo[3,2-a]pyrimidin-5-one (18.8 g, 65.2 mmol) was dissolved in isopropanol (375 mL) at reflux and then (S)-(+)-mandelic acid (4.84 g, 31.8 mmol) in isopropanol (375 mL) was added dropwise to the amine solution over 35 min. The reaction mixture was allowed to cool to about 72° C. and solid precipitation was observed. The slurry was cooled to room temperature and stirred for 1 hour. The solid product was collected by filtration. The wet cake was washed wit...